From a dataset of the Open Reaction Database (ORD), a public repository of structured organic reaction records. describe an organic reaction: reactants, conditions, products, and yield Reactants: C(C)N1C(N(C2=C1C=CC(=C2)C=2C=NN(C2C=2C=C(C=CC2)C)CCOS(=O)(=O)C)CC)=O (Methanesulfonic acid 2-[4-(1,3-diethyl-2-oxo-2,3-dihydro-1H-benzoimidazol-5-yl)-5-m-tolyl-pyrazol-1-yl]-ethyl ester), N1CCOCC1 (morpholine). Solvent: CO (methanol), [Na] (sodium). Run at temperature 65 celsius, time 20 hour. The product is C(C)N1C(N(C2=C1C=CC(=C2)C=2C=NN(C2C=2C=C(C=CC2)C)CCN2CCOCC2)CC)=O (1,3-Diethyl-5-[1-(2-morpholin-4-yl-ethyl)-5-m-tolyl-1H-pyrazol-4-yl]-1,3-dihydro-benzoimidazol-2-one). Reaction SMILES: [CH2:1]([N:3]1[C:7]2[CH:8]=[CH:9][C:10]([C:12]3[CH:13]=[N:14][N:15]([CH2:24][CH2:25]OS(C)(=O)=O)[C:16]=3[C:17]3[CH:18]=[C:19]([CH3:23])[CH:20]=[CH:21][CH:22]=3)=[CH:11][C:6]=2[N:5]([CH2:31][CH3:32])[C:4]1=[O:33])[CH3:2].[NH:34]1[CH2:39][CH2:38][O:37][CH2:36][CH2:35]1>CO.[Na]>[CH2:1]([N:3]1[C:7]2[CH:8]=[CH:9][C:10]([C:12]3[CH:13]=[N:14][N:15]([CH2:24][CH2:25][N:34]4[CH2:39][CH2:38][O:37][CH2:36][CH2:35]4)[C:16]=3[C:17]3[CH:18]=[C:19]([CH3:23])[CH:20]=[CH:21][CH:22]=3)=[CH:11][C:6]=2[N:5]([CH2:31][CH3:32])[C:4]1=[O:33])[CH3:2] |^1:41|. Procedure: [4-(1,3-Diethyl-2-oxo-2,3-dihydro-1H-benzoimidazol-5-yl)-5-m-tolyl-pyrazol-1-yl]-acetic acid ethyl ester is prepared according to the procedures outlined in Example 334. [4-(1,3-Diethyl-2-oxo-2,3-dihydro-1H-benzoimidazol-5-yl)-5-m-tolyl-pyrazol-1-yl]-acetic acid ethyl ester (388 mg) is diluted with tetrahydrofuran (3 mL) and methanol (4 mL). Lithium borohydride (39 mg) is added and the mixture is stirred at 23° C. for 20 hours. The reaction mixture is diluted with saturated ammonium chloride and... Reactants: C(C)(=O)N1CCC(CC1)CCC(C1=CC=C(C=C1)F)=O (1-acetyl-4-[2-(4-fluorobenzoyl)ethyl]piperidine), CNC (dimethylamine). Run at temperature 100 celsius, time 6 hour. Product: C(C)(=O)N1CCC(CC1)CCC(C1=CC=C(C=C1)N(C)C)=O (1-Acetyl-4-[2-(4-dimethylaminobenzoyl)ethyl]piperidine). Reaction SMILES: [C:1]([N:4]1[CH2:9][CH2:8][CH:7]([CH2:10][CH2:11][C:12](=[O:20])[C:13]2[CH:18]=[CH:17][C:16](F)=[CH:15][CH:14]=2)[CH2:6][CH2:5]1)(=[O:3])[CH3:2].[CH3:21][NH:22][CH3:23]>>[C:1]([N:4]1[CH2:9][CH2:8][CH:7]([CH2:10][CH2:11][C:12](=[O:20])[C:13]2[CH:18]=[CH:17][C:16]([N:22]([CH3:23])[CH3:21])=[CH:15][CH:14]=2)[CH2:6][CH2:5]1)(=[O:3])[CH3:2]. Reported procedure: A mixture consisting of 3.2 g of 1-acetyl-4-[2-(4-fluorobenzoyl)ethyl]piperidine and 10 ml of 50% aqueous dimethylamine solution was heated at 100° C. with stirring for 6 hours and then worked up in the same manner as Example 37 to give 1.6 g of colorless crystals melting at 158°-160° C. The reactants are C(C)(C)(C)OC(=O)N1CCC(CC1)=O (4-oxopiperidine-1-carboxylic acid tert-butyl ester), C1CCOC1 (THF), C1CCOC1 (THF), C(C)C(C(=O)[O-])(C(=O)[O-])CC (diethylmalonate), N1=CC=CC=C1 (pyridine). Reagents/catalysts: Cl[Ti](Cl)(Cl)Cl (TiCl4). Solvent: C(Cl)(Cl)(Cl)Cl (CCl4). Run at time 17 hour. Yields the product C(C)OC(C(C(=O)OCC)=C1CCN(CC1)C(=O)OC(C)(C)C)=O (2-(1-(tert-Butoxycarbonyl)piperidin-4-ylidene)malonic acid diethyl ester). Isolated yield 100.0%. As a reaction SMILES: [C:1]([O:5][C:6]([N:8]1[CH2:13][CH2:12][C:11](=O)[CH2:10][CH2:9]1)=[O:7])([CH3:4])([CH3:3])[CH3:2].C([C:17](CC)([C:21]([O-:23])=[O:22])[C:18]([O-:20])=[O:19])C.N1C=CC=[CH:28][CH:27]=1.[CH2:32]1COC[CH2:33]1>C(Cl)(Cl)(Cl)Cl.Cl[Ti](Cl)(Cl)Cl>[CH2:27]([O:23][C:21](=[O:22])[C:17](=[C:11]1[CH2:12][CH2:13][N:8]([C:6]([O:5][C:1]([CH3:4])([CH3:3])[CH3:2])=[O:7])[CH2:9][CH2:10]1)[C:18]([O:20][CH2:32][CH3:33])=[O:19])[CH3:28]. Reported procedure: To anhydrous THF (50 mL) at 0° C. a solution of TiCl4 (13.75 mL, 0.126 mol) in CCl4 (10 mL) was added dropwise. To the resulting yellow suspension were a solution of 4-oxopiperidine-1-carboxylic acid tert-butyl ester (10 g, 0.05 mol) and diethylmalonate (6.85 mL, 0.05 mol) in anhydrous THF (50 mL) added, followed by addition of pyridine (26 mL). The dark yellow suspension was allowed to warm to ambient temperature and stirred at ambient temperature for 17 h, then partitioned between EtOAc and ci... Starting materials: C#CCn1c(=O)c2c(nc(C#Cc3ccc(OC)c(OC)c3)n2C)n(COC(=O)C(C)(C)C)c1=O, CO, CO, ClCCl, [Li+], C1CCOC1, [OH-], O. Product: C#CCn1c(=O)[nH]c2nc(C#Cc3ccc(OC)c(OC)c3)n(C)c2c1=O. As a reaction SMILES: [C:1]([O:2][CH2:3][n:9]1[c:10](=[O:35])[n:11]([CH2:32][C:33]#[CH:34])[c:12](=[O:31])[c:13]2[n:14]([CH3:30])[c:15]([C:18]#[C:19][c:20]3[cH:21][c:22]([O:28][CH3:29])[c:23]([O:26][CH3:27])[cH:24][cH:25]3)[n:16][c:17]12)(=[O:4])[C:5]([CH3:6])([CH3:7])[CH3:8].[CH3:41][OH:42].[CH3:46][OH:47].[Cl:48][CH2:49][Cl:50].[Li+:45].[O:36]1[CH2:37][CH2:38][CH2:39][CH2:40]1.[OH-:44].[OH2:43]>>[nH:9]1[c:10](=[O:35])[n:11]([CH2:32][C:33]#[CH:34])[c:12](=[O:31])[c:13]2[n:14]([CH3:30])[c:15]([C:18]#[C:19][c:20]3[cH:21][c:22]([O:28][CH3:29])[c:23]([O:26][CH3:27])[cH:24][cH:25]3)[n:16][c:17]12. RXN SMILES: [CH2:1]([NH:3][CH2:4][CH3:5])[CH3:2].[Br:6][C:7]1[C:12]([O:13][CH2:14][C:15]([OH:17])=O)=[CH:11][CH:10]=[CH:9][N:8]=1.O=P12OP3(OP(OP(O3)(O1)=O)(=O)O2)=O.C(=O)(O)[O-].[Na+]>C1(C)C=CC=CC=1.O>[Br:6][C:7]1[C:12]([O:13][CH2:14][C:15]([N:3]([CH2:4][CH3:5])[CH2:1][CH3:2])=[O:17])=[CH:11][CH:10]=[CH:9][N:8]=1 |f:3.4|. The solvent is C1(=CC=CC=C1)C (toluene), O (water), C1(=CC=CC=C1)C (toluene). Product: BrC1=NC=CC=C1OCC(=O)N(CC)CC ([(2-Bromo-3-pyridinyl)oxy]-N,N-diethylacetamide). Procedure details: Diethylamine (0.874 g) was slowly added with cooling to [(2-bromo-3-pyridinyl)oxy]acetic acid (2.58 g) in toluene (10 ml). The solution was then dded to phosphorous pentoxide (1.87 g) and diethylamine (1.74 g) in toluene (10 ml). After the addition the mixture was heated under reflux overnight. The dark solution was diluted with water (20 ml), made alkaline with 8% sodium bicarbonate (20 ml) and extracted with ethyl acetate (3×30 ml). The combined organic extracts were dried and the solvent was ... Starting materials: BrC1=NC=CC=C1OCC(=O)O ([(2-bromo-3-pyridinyl)oxy]acetic acid), C(C)NCC (Diethylamine), C(C)NCC (diethylamine), C([O-])(O)=O.[Na+] (sodium bicarbonate), O=P12OP3(=O)OP(=O)(O1)OP(=O)(O2)O3 (phosphorous pentoxide). Isolated yield 87.7%. Reactants: CC1=CC(=C(C=C1)S(=O)(=O)NC=1C=CC=C2C=CC=NC12)[N+](=O)[O-] (4-methyl-2-nitro-N-quinolin-8-yl-benzenesulfonamide), Cl (HCl), CC1=CC(=C(C=C1)S(=O)(=O)NC=1C=CC=C2C=CC=NC12)[N+](=O)[O-] (4-methyl-2-nitro-N-quinolin-8-yl-benzenesulfonamide), [Sn](Cl)Cl (tin (II) chloride). The product is NC1=C(C=CC(=C1)C)S(=O)(=O)NC=1C=CC=C2C=CC=NC12 (2-Amino-4-methyl-N-quinolin-8-yl-benzenesulfonamide). The yield is 17.2%. Reaction SMILES: [CH3:1][C:2]1[CH:7]=[CH:6][C:5]([S:8]([NH:11][C:12]2[CH:13]=[CH:14][CH:15]=[C:16]3[C:21]=2[N:20]=[CH:19][CH:18]=[CH:17]3)(=[O:10])=[O:9])=[C:4]([N+:22]([O-])=O)[CH:3]=1.[Sn](Cl)Cl.Cl>>[NH2:22][C:4]1[CH:3]=[C:2]([CH3:1])[CH:7]=[CH:6][C:5]=1[S:8]([NH:11][C:12]1[CH:13]=[CH:14][CH:15]=[C:16]2[C:21]=1[N:20]=[CH:19][CH:18]=[CH:17]2)(=[O:10])=[O:9]. Procedure details: In the similar fashion using route 1 general procedure 4, 4-methyl-2-nitro-N-quinolin-8-yl-benzenesulfonamide (Intermediate 151) (3.2 g, 9.3 mmol), tin (II) chloride (5.3 g, 2.79 mmol) and 6N HCl (2 ml) gave the title compound (500 mg, 17%). Starting materials: O=C(O)C(F)(F)F, O=C(CNc1noc2ccc(OC(F)(F)F)cc12)NC1CNC1, O=C1CCC(c2ccc3c(c2)OCO3)CC1. The product is O=C(CNc1noc2ccc(OC(F)(F)F)cc12)NC1CN(C2CCC(c3ccc4c(c3)OCO4)CC2)C1. As a reaction SMILES: [F:24][C:25]([F:26])([F:27])[C:28]([OH:29])=[O:30].[NH:1]1[CH2:2][CH:3]([NH:5][C:6]([CH2:7][NH:8][c:9]2[n:10][o:11][c:12]3[c:13]2[cH:14][c:15]([O:18][C:19]([F:20])([F:21])[F:22])[cH:16][cH:17]3)=[O:23])[CH2:4]1.[O:31]1[CH2:32][O:33][c:34]2[c:35]1[cH:36][cH:37][c:38]([CH:40]1[CH2:41][CH2:42][C:43](=[O:46])[CH2:44][CH2:45]1)[cH:39]2>>[N:1]1([CH:43]2[CH2:42][CH2:41][CH:40]([c:38]3[cH:37][cH:36][c:35]4[c:34]([cH:39]3)[O:33][CH2:32][O:31]4)[CH2:45][CH2:44]2)[CH2:2][CH:3]([NH:5][C:6]([CH2:7][NH:8][c:9]2[n:10][o:11][c:12]3[c:13]2[cH:14][c:15]([O:18][C:19]([F:20])([F:21])[F:22])[cH:16][cH:17]3)=[O:23])[CH2:4]1. Starting materials: C(CCC)NC(=O)N1C=CC2=C(C=CC=C12)CC1=CNC2=NC=C(C=C21)C=2C=NC=CC2 (4-(5-pyridin-3-yl-1H-pyrrolo[2,3-b]pyridin-3-ylmethyl)-indole-1-carboxylic acid butylamide), C(CCC)NC(=O)N1C=CC2=C(C=CC=C12)C(C1=CNC2=NC=C(C=C21)C=2C=NC=CC2)O (4-[Hydroxy-(5-pyridin-3-yl-1H-pyrrolo[2,3-b]pyridin-3-yl)-methyl]-indole-1-carboxylic acid butylamide). Product: C(CCC)NC(=O)N1C=CC2=C(C=CC=C12)C(=O)C1=CNC2=NC=C(C=C21)C=2C=NC=CC2 (4-(5-Pyridin-3-yl-1H-pyrrolo[2,3-b]pyridine-3-carbonyl)-indole-1-carboxylic acid butylamide). Reaction SMILES: C(NC(N1C2C(=C(CC3C4C(=NC=C(C5C=NC=CC=5)C=4)NC=3)C=CC=2)C=C1)=O)CCC.[CH2:33]([NH:37][C:38]([N:40]1[C:48]2[C:43](=[C:44]([CH:49]([OH:65])[C:50]3[C:58]4[C:53](=[N:54][CH:55]=[C:56]([C:59]5[CH:60]=[N:61][CH:62]=[CH:63][CH:64]=5)[CH:57]=4)[NH:52][CH:51]=3)[CH:45]=[CH:46][CH:47]=2)[CH:42]=[CH:41]1)=[O:39])[CH2:34][CH2:35][CH3:36]>>[CH2:33]([NH:37][C:38]([N:40]1[C:48]2[C:43](=[C:44]([C:49]([C:50]3[C:58]4[C:53](=[N:54][CH:55]=[C:56]([C:59]5[CH:60]=[N:61][CH:62]=[CH:63][CH:64]=5)[CH:57]=4)[NH:52][CH:51]=3)=[O:65])[CH:45]=[CH:46][CH:47]=2)[CH:42]=[CH:41]1)=[O:39])[CH2:34][CH2:35][CH3:36]. Procedure details: The product of Step 2 of Scheme 41 can alternatively be reacted to form the corresponding compounds with methylene linker at the 3 position of the azaindole. For example, 4-(5-pyridin-3-yl-1H-pyrrolo[2,3-b]pyridin-3-ylmethyl)-indole-1-carboxylic acid butylamide P-1656 was prepared from 4-[Hydroxy-(5-pyridin-3-yl-1H-pyrrolo[2,3-b]pyridin-3-yl)-methyl]-indole-1-carboxylic acid butylamide 520 as shown in Scheme 41a.